This data is from the Open Reaction Database (ORD), a public repository of structured organic reaction records. The task is: describe an organic reaction: reactants, conditions, products, and yield The reactants are ClCCl, Cn1nccc1-c1ccc(Sc2cccc(C3(C(N)=O)CCOCC3)c2)cc1F, O=C(OC(=O)C(F)(F)F)C(F)(F)F, c1ccncc1. The product is Cn1nccc1-c1ccc(Sc2cccc(C3(C#N)CCOCC3)c2)cc1F. Reaction SMILES: [Cl:49][CH2:50][Cl:51].[F:1][c:2]1[cH:3][c:4]([S:14][c:15]2[cH:16][c:17]([C:21]3([C:27](=[O:28])[NH2:29])[CH2:22][CH2:23][O:24][CH2:25][CH2:26]3)[cH:18][cH:19][cH:20]2)[cH:5][cH:6][c:7]1-[c:8]1[cH:9][cH:10][n:11][n:12]1[CH3:13].[F:36][C:37]([F:38])([F:39])[C:40]([O:41][C:42](=[O:43])[C:44]([F:45])([F:46])[F:47])=[O:48].[cH:30]1[cH:31][cH:32][n:33][cH:34][cH:35]1>>[F:1][c:2]1[cH:3][c:4]([S:14][c:15]2[cH:16][c:17]([C:21]3([C:27]#[N:29])[CH2:22][CH2:23][O:24][CH2:25][CH2:26]3)[cH:18][cH:19][cH:20]2)[cH:5][cH:6][c:7]1-[c:8]1[cH:9][cH:10][n:11][n:12]1[CH3:13]. Reactants: [H-].[Na+] (NaH), O1C(OCC1)C1=CC=C(C=C1)O (4-[1,3]dioxolan-2-ylphenol), FC=1C=CC(=NC1)C(=O)N (5-fluoropyridine-2-carboxamide). Run in CN(C)C=O (DMF). Product: O1C(OCC1)C1=CC=C(OC=2C=CC(=NC2)C(=O)N)C=C1 (5-(4-[1,3]dioxolan-2-ylphenoxy)pyridine-2-carboxamide). Reaction SMILES: [O:1]1[CH2:5][CH2:4][O:3][CH:2]1[C:6]1[CH:11]=[CH:10][C:9]([OH:12])=[CH:8][CH:7]=1.[H-].[Na+].F[C:16]1[CH:17]=[CH:18][C:19]([C:22]([NH2:24])=[O:23])=[N:20][CH:21]=1>CN(C=O)C>[O:1]1[CH2:5][CH2:4][O:3][CH:2]1[C:6]1[CH:11]=[CH:10][C:9]([O:12][C:16]2[CH:17]=[CH:18][C:19]([C:22]([NH2:24])=[O:23])=[N:20][CH:21]=2)=[CH:8][CH:7]=1 |f:1.2|. Procedure details: Dissolve 4-[1,3]dioxolan-2-ylphenol (Part C2, 0.471 g, 2.85 mmol) in DMF (89.5 mL). Add NaH (80% in mineral oil) (0.128 g, 4.28 mmol). Stir at room temperature for about an hour before adding 5-fluoropyridine-2-carboxamide (0.400 g, 2.85 mmol). Heat at 80° C. for 4.5 hours before concentrating to dryness to form 5-(4-[1,3]dioxolan-2-ylphenoxy)pyridine-2-carboxamide. As a reaction SMILES: [CH2:2]([Al+:3][CH2:4][CH:5]([CH3:6])[CH3:7])[CH:8]([CH3:9])[CH3:10].[Cl:32][CH2:33][Cl:34].[F:11][C:12]([C:13]([F:14])([F:15])[F:16])([c:17]1[cH:18][cH:19][c:20]([C:21]#[N:22])[cH:23][cH:24]1)[F:25].[H-:1].[OH2:31].[S:26]([OH:27])(=[O:28])(=[O:29])[OH:30]>>[F:11][C:12]([C:13]([F:14])([F:15])[F:16])([c:17]1[cH:18][cH:19][c:20]([CH:21]=[O:27])[cH:23][cH:24]1)[F:25]. Reactants: CC(C)C[Al+]CC(C)C, ClCCl, N#Cc1ccc(C(F)(F)C(F)(F)F)cc1, [H-], O, O=S(=O)(O)O. The product is O=Cc1ccc(C(F)(F)C(F)(F)F)cc1.